Dataset: the Open Reaction Database (ORD), a public repository of structured organic reaction records. Task: describe an organic reaction: reactants, conditions, products, and yield Reactants: compound, C(C)(=O)NC1CSC2=C(C=CC(=C2C1=O)NC(C)=O)C (3,5-Diacetylamino-8-methyl-4-thiochromanone), [OH-].[Na+] (sodium hydroxide). The solvent is Cl (hydrochloric acid). Run at temperature 90 celsius, time 20 minute. Yields the product C(C)(=O)NC1CSC2=C(C=CC(=C2C1=O)N)C (3-Acetylamino-5-amino-8-methyl-4-thiochromanone). As a reaction SMILES: [C:1]([NH:4][CH:5]1[C:14](=[O:15])[C:13]2[C:8](=[C:9]([CH3:20])[CH:10]=[CH:11][C:12]=2[NH:16]C(=O)C)[S:7][CH2:6]1)(=[O:3])[CH3:2].[OH-].[Na+]>Cl>[C:1]([NH:4][CH:5]1[C:14](=[O:15])[C:13]2[C:8](=[C:9]([CH3:20])[CH:10]=[CH:11][C:12]=2[NH2:16])[S:7][CH2:6]1)(=[O:3])[CH3:2] |f:1.2|. Procedure details: 109 mg of the compound prepared in (1) above was added to 10 ml of 6N hydrochloric acid, and the mixture was stirred at 90° C. for 20 minutes. After cooling, the mixture was alkalinized by the addition of sodium hydroxide and extracted with chloroform. The chloroform layer was dried over anhydrous sodium sulfate. The residue obtained after removal of the solvent was subjected to silica gel column chromatography using a chloroform-ethyl acetate (4:1) mixed solvent as an eluant to obtain fractions... Starting materials: C1(=CC=CC=C1)S(=O)(=O)N1C(=CC=2C1=NC=C(C2)F)C(=CC2CCCC2)OS(=O)(=O)C2=CC=C(C=C2)C (toluene-4-sulfonic acid 1-(1-benzenesulfonyl-5-fluoro-1H-pyrrolo[2,3-b]pyridin-2-yl)-2-cyclopentyl-vinyl ester), COC(C1=C(C=C(C=C1)B1OC(C(O1)(C)C)(C)C)F)=O (2-fluoro-4-(4,4,5,5-tetramethyl-[1,3,2]dioxaborolan-2-yl)-benzoic acid methyl ester), C([O-])([O-])=O.[Na+].[Na+] (sodium carbonate). The reagents and catalysts are Cl[Pd]([P](C1=CC=CC=C1)(C2=CC=CC=C2)C3=CC=CC=C3)([P](C4=CC=CC=C4)(C5=CC=CC=C5)C6=CC=CC=C6)Cl (dichlorobis(triphenylphosphine)palladium). Solvent: C(C)(=O)OCC (ethyl acetate), O1CCOCC1 (dioxane). Product: COC(C1=C(C=C(C=C1)C(=CC1CCCC1)C1=CC=2C(=NC=C(C2)F)N1S(=O)(=O)C1=CC=CC=C1)F)=O (4-[1-(1-benzenesulfonyl-5-fluoro-1H-pyrrolo[2,3-b]pyridin-2-yl)-2-cyclopentyl-vinyl]-2-fluoro-benzoic acid methyl ester). The yield is 83.2%. RXN SMILES: [C:1]1([S:7]([N:10]2[C:14]3=[N:15][CH:16]=[C:17]([F:19])[CH:18]=[C:13]3[CH:12]=[C:11]2[C:20](OS(C2C=CC(C)=CC=2)(=O)=O)=[CH:21][CH:22]2[CH2:26][CH2:25][CH2:24][CH2:23]2)(=[O:9])=[O:8])[CH:6]=[CH:5][CH:4]=[CH:3][CH:2]=1.[CH3:38][O:39][C:40](=[O:57])[C:41]1[CH:46]=[CH:45][C:44](B2OC(C)(C)C(C)(C)O2)=[CH:43][C:42]=1[F:56].C(=O)([O-])[O-].[Na+].[Na+]>O1CCOCC1.C(OCC)(=O)C.Cl[Pd](Cl)([P](C1C=CC=CC=1)(C1C=CC=CC=1)C1C=CC=CC=1)[P](C1C=CC=CC=1)(C1C=CC=CC=1)C1C=CC=CC=1>[CH3:38][O:39][C:40](=[O:57])[C:41]1[CH:46]=[CH:45][C:44]([C:20]([C:11]2[N:10]([S:7]([C:1]3[CH:2]=[CH:3][CH:4]=[CH:5][CH:6]=3)(=[O:9])=[O:8])[C:14]3=[N:15][CH:16]=[C:17]([F:19])[CH:18]=[C:13]3[CH:12]=2)=[CH:21][CH:22]2[CH2:26][CH2:25][CH2:24][CH2:23]2)=[CH:43][C:42]=1[F:56] |f:2.3.4,^1:78,97|. Reported procedure: To a mixture of toluene-4-sulfonic acid 1-(1-benzenesulfonyl-5-fluoro-1H-pyrrolo[2,3-b]pyridin-2-yl)-2-cyclopentyl-vinyl ester (prepared as in Example 88, 3 g, 5.75 mmol), 2-fluoro-4-(4,4,5,5-tetramethyl-[1,3,2]dioxaborolan-2-yl)-benzoic acid methyl ester (prepared as in Example 95, 3.9 g, 13.9 mmol) and dichlorobis(triphenylphosphine)palladium (II) (390 mg, 0.6 mmol) in dioxane (24 mL) was added an aqueous sodium carbonate solution (2 M, 6.93 mL). The resulting mixture was subjected to microwav... The reactants are C(C)N1C[C@H](CC1)C(=O)OCC1=CC=CC=C1 (benzyl (S)-1-ethylpyrrolidine-3-carboxylate), C(C)N1C[C@H](CC1)C(=O)OCC1=CC=CC=C1 (benzyl (S)-1-ethylpyrrolidine-3-carboxylate). Reagents/catalysts: [OH-].[OH-].[Pd+2] (palladium hydroxide on carbon). The solvent is IMS, C(C)(=O)OCC (ethyl acetate). Run at time 4 hour. Yields the product C(C)N1C[C@H](CC1)C(=O)O ((S)-1-ethylpyrrolidine-3-carboxylic acid). Isolated yield 92.0%. RXN SMILES: [CH2:1]([N:3]1[CH2:7][CH2:6][C@H:5]([C:8]([O:10]CC2C=CC=CC=2)=[O:9])[CH2:4]1)[CH3:2]>[OH-].[OH-].[Pd+2].C(OCC)(=O)C>[CH2:1]([N:3]1[CH2:7][CH2:6][C@H:5]([C:8]([OH:10])=[O:9])[CH2:4]1)[CH3:2] |f:1.2.3|. Procedure: A mixture of benzyl (S)-1-ethylpyrrolidine-3-carboxylate (Intermediate 190, 0.563 g), 20% palladium hydroxide on carbon (0.056 g), ethyl acetate (9 mL) and IMS (1 mL) was degassed and hydrogenated for 4 hours. The catalyst was removed by filtration, washed with ethyl acetate and the filtrate was concentrated in vacuo to give (S)-1-ethylpyrrolidine-3-carboxylic acid (0.318 g) as a solid. The product is CN(C(=O)On1nccc1Sc1ccccc1)c1ccccc1. RXN SMILES: [CH3:14][N:15]([C:16](=[O:17])[Cl:18])[c:19]1[cH:20][cH:21][cH:22][cH:23][cH:24]1.[OH:1][n:2]1[n:3][cH:4][cH:5][c:6]1[S:7][c:8]1[cH:9][cH:10][cH:11][cH:12][cH:13]1>>[O:1]([n:2]1[n:3][cH:4][cH:5][c:6]1[S:7][c:8]1[cH:9][cH:10][cH:11][cH:12][cH:13]1)[C:16]([N:15]([CH3:14])[c:19]1[cH:20][cH:21][cH:22][cH:23][cH:24]1)=[O:17]. Starting materials: CN(C(=O)Cl)c1ccccc1, On1nccc1Sc1ccccc1. Product: CC(C)N1CC(OCc2ccccc2)C1. Reaction SMILES: [CH2:1]([c:2]1[cH:3][cH:4][cH:5][cH:6][cH:7]1)[O:8][CH:9]([CH2:10][Cl:13])[CH2:12][Cl:11].[CH:14]([CH3:15])([CH3:16])[NH2:17].[OH2:18]>>[CH2:1]([c:2]1[cH:3][cH:4][cH:5][cH:6][cH:7]1)[O:8][CH:9]1[CH2:10][N:17]([CH:14]([CH3:15])[CH3:16])[CH2:12]1. Reactants: ClCC(CCl)OCc1ccccc1, CC(C)N, O.